From a dataset of the Open Reaction Database (ORD), a public repository of structured organic reaction records. describe an organic reaction: reactants, conditions, products, and yield Reactants: COC1=C(CON2C(NC3=C(C2=O)SC2=C3C=CC=C2)=O)C=CC(=C1)OC (3-(2,4-Dimethoxy-benzyloxy)-1H-benzo[4,5]thieno[3,2-d]pyrimidine-2,4-dione), CI (methyl iodide), crude intermediate. The product is ON1C(N(C2=C(C1=O)SC1=C2C=CC=C1)C)=O (3-Hydroxy-1-methyl-1H-benzo[4,5]thieno[3,2-d]pyrimidine-2,4-dione). As a reaction SMILES: COC1C=C(OC)C=CC=1C[O:6][N:7]1[C:12](=[O:13])[C:11]2[S:14][C:15]3[CH:20]=[CH:19][CH:18]=[CH:17][C:16]=3[C:10]=2[NH:9][C:8]1=[O:21].[CH3:28]I>>[OH:6][N:7]1[C:12](=[O:13])[C:11]2[S:14][C:15]3[CH:20]=[CH:19][CH:18]=[CH:17][C:16]=3[C:10]=2[N:9]([CH3:28])[C:8]1=[O:21]. Reported procedure: 3-(2,4-Dimethoxy-benzyloxy)-1H-benzo[4,5]thieno[3,2-d]pyrimidine-2,4-dione was alkylated with methyl iodide according to procedure B2. The crude intermediate was deprotected via general procedure D1 to give the title compound which was purified by mass-triggered preparative HPLC. 1H NMR (d6-DMSO, 300 MHz) δ 3.76 (s, 3H); 7.33 (dd, J=7 Hz, 1H); 7.42 (dd, J=7 Hz, 1H); 7.93 (d, J=8 Hz, 1H); 8.27 (d, J=8 Hz, 1H); Retention time=1.81 min., m/z=249.0. The reactants are O=C(CBr)N1CCN(C2CCCC2)CC1, O=C([O-])[O-], CC#N, [K+], [K+], N#Cc1ccc(C2CCNCC2)cc1. Reaction SMILES: [Br:1][CH2:2][C:3](=[O:4])[N:5]1[CH2:6][CH2:7][N:8]([CH:11]2[CH2:12][CH2:13][CH2:14][CH2:15]2)[CH2:9][CH2:10]1.[C:30](=[O:31])([O-:32])[O-:33].[CH3:36][C:37]#[N:38].[K+:34].[K+:35].[NH:16]1[CH2:17][CH2:18][CH:19]([c:22]2[cH:23][cH:24][c:25]([C:26]#[N:27])[cH:28][cH:29]2)[CH2:20][CH2:21]1>>[CH2:2]([C:3](=[O:4])[N:5]1[CH2:6][CH2:7][N:8]([CH:11]2[CH2:12][CH2:13][CH2:14][CH2:15]2)[CH2:9][CH2:10]1)[N:16]1[CH2:17][CH2:18][CH:19]([c:22]2[cH:23][cH:24][c:25]([C:26]#[N:27])[cH:28][cH:29]2)[CH2:20][CH2:21]1. Yields the product N#Cc1ccc(C2CCN(CC(=O)N3CCN(C4CCCC4)CC3)CC2)cc1. Starting materials: C(C1=CC=CC=C1)OC(=O)N[C@H](C(=O)O)CC1=CC=C(O)C(O)=C1 (N-benzyloxycarbonyl-L-dopa), [OH-].[Na+] (sodium hydroxide), C(C(C)(C)C)(=O)Cl (pivaloyl chloride), Cl (hydrochloric acid). Solvent: O (water), C(C)OCC (ethyl ether), C(C)OCC (ethyl ether), C(C)(=O)OCC (ethyl acetate). Run at time 1 hour. Product: C(C1=CC=CC=C1)OC(=O)N[C@H](C(=O)OC(C(C)(C)C)=O)CC1=CC=C(O)C(O)=C1 (N-benzyloxycarbonyl-mono-O-pivaloyl-L-dopa). The yield is 62.9%. As a reaction SMILES: [CH2:1]([O:8][C:9]([NH:11][C@@H:12]([CH2:16][C:17]1[CH:24]=[C:22]([OH:23])[C:20]([OH:21])=[CH:19][CH:18]=1)[C:13]([OH:15])=[O:14])=[O:10])[C:2]1[CH:7]=[CH:6][CH:5]=[CH:4][CH:3]=1.[OH-].[Na+].[C:27](Cl)(=[O:32])[C:28]([CH3:31])([CH3:30])[CH3:29].Cl>O.C(OCC)C.C(OCC)(=O)C>[CH2:1]([O:8][C:9]([NH:11][C@@H:12]([CH2:16][C:17]1[CH:24]=[C:22]([OH:23])[C:20]([OH:21])=[CH:19][CH:18]=1)[C:13]([O:15][C:27](=[O:32])[C:28]([CH3:31])([CH3:30])[CH3:29])=[O:14])=[O:10])[C:2]1[CH:7]=[CH:6][CH:5]=[CH:4][CH:3]=1 |f:1.2|. Reported procedure: N-benzyloxycarbonyl-L-dopa (3.30 g) was dissolved in a mixture of 50 ml of water and 10 ml of ethyl ether. Under stirring with ice cooling, 10 ml of a 1N sodium hydroxide aqueous solution and 10 ml of an ethyl ether solution of 1.20 g pivaloyl chloride were added dropwise at the same time over a period of 30 minutes while keeping pH at 6.0 to 8.0 After the addition was over, the mixture was stirred at room temperature for 1 hour, and diluted with 50 ml of ethyl acetate. Subsequently, 2N hydrochl... Reactants: C(C)OC(=O)C1CN(CCC1=O)C1=CC(=C(C=C1)OC)OC (rac-1-(3,4-dimethoxy-phenyl)-4-oxo-piperidine-3-carboxylic acid ethyl ester), C(C)(=O)[O-].[NH4+] (ammonium acetate), C(#N)[BH3-].[Na+] (sodium cyanoborohydride). Solvent: CCOC(=O)C (AcOEt), CO (methanol). Run at time 18 hour. Product: C(C)OC(=O)C1CN(CCC1N)C1=CC(=C(C=C1)OC)OC (rac-4-Amino-1-(3,4-dimethoxy-phenyl)-piperidine-3-carboxylic acid ethyl ester). Isolated yield 70.1%. Reaction SMILES: [CH2:1]([O:3][C:4]([CH:6]1[C:11](=O)[CH2:10][CH2:9][N:8]([C:13]2[CH:18]=[CH:17][C:16]([O:19][CH3:20])=[C:15]([O:21][CH3:22])[CH:14]=2)[CH2:7]1)=[O:5])[CH3:2].C([O-])(=O)C.[NH4+].C([BH3-])#[N:29].[Na+]>CO.CCOC(C)=O>[CH2:1]([O:3][C:4]([CH:6]1[CH:11]([NH2:29])[CH2:10][CH2:9][N:8]([C:13]2[CH:18]=[CH:17][C:16]([O:19][CH3:20])=[C:15]([O:21][CH3:22])[CH:14]=2)[CH2:7]1)=[O:5])[CH3:2] |f:1.2,3.4|. Procedure details: A suspension of rac-1-(3,4-dimethoxy-phenyl)-4-oxo-piperidine-3-carboxylic acid ethyl ester (640 mg) and ammonium acetate (3 g) in 10 ml methanol was stirred 18 h at RT., then sodium cyanoborohydride (2 g) was added. After 18 h at RT, the mixture was diluted with AcOEt, washed twice with water and brine. The organic layers were dried over MgSO4, filtered, evaporated and chromatographied (silica gel, AcOEt/heptane, 1/1) to give the title compound (450 mg, 70%). Starting materials: O (water), C([O-])(O)=O.[Na+] (sodium bicarbonate), CN1CCNCCC1 (N-methyl-homopiperazine), FC1=CC(=C(N)C=C1F)[N+](=O)[O-] (4,5-difluoro-2-nitroaniline). Solvent: CN(C)C=O (DMF). Conditions: temperature 80 celsius. Yields the product FC1=CC(=C(C=C1N1CCN(CCC1)C)N)[N+](=O)[O-] (4-fluoro-5-(4-methylperhydro-1,4-diazepin-1-yl)-2-nitrophenylamine). The yield is 90.9%. RXN SMILES: C(=O)(O)[O-].[Na+].[CH3:6][N:7]1[CH2:13][CH2:12][CH2:11][NH:10][CH2:9][CH2:8]1.[F:14][C:15]1[C:21](F)=[CH:20][C:18]([NH2:19])=[C:17]([N+:23]([O-:25])=[O:24])[CH:16]=1.O>CN(C=O)C>[F:14][C:15]1[C:21]([N:10]2[CH2:11][CH2:12][CH2:13][N:7]([CH3:6])[CH2:8][CH2:9]2)=[CH:20][C:18]([NH2:19])=[C:17]([N+:23]([O-:25])=[O:24])[CH:16]=1 |f:0.1|. Procedure details: 36.2 g of sodium bicarbonate and 29.5 g of N-methyl-homopiperazine are added to a solution of 15 g of 4,5-difluoro-2-nitroaniline in 120 mL of anhydrous DMF. The reaction medium is heated at 80° C. using an oil bath for 2H30. The reaction medium is cooled to ambient temperature, and then poured into 400 mL of water. The mixture is cooled using an ice bath and stirred, and precipitation occurs. The precipitate is filtered off through sintered glass. The yellow solid is rinsed with water. The soli... Starting materials: O=c1[nH]cncc1OCC(Br)CBr, CCO, [Na+], O=C([O-])O. Product: BrCC1COc2cncnc2O1. As a reaction SMILES: [Br:1][CH:2]([CH2:3][O:4][c:5]1[c:6](=[O:11])[nH:7][cH:8][n:9][cH:10]1)[CH2:12][Br:13].[CH3:19][CH2:20][OH:21].[Na+:18].[O-:14][C:15]([OH:16])=[O:17]>>[CH:2]1([CH2:12][Br:13])[CH2:3][O:4][c:5]2[c:6]([n:7][cH:8][n:9][cH:10]2)[O:11]1.